This data is from the Open Reaction Database (ORD), a public repository of structured organic reaction records. The task is: describe an organic reaction: reactants, conditions, products, and yield The reactants are N(=[N+]=[N-])CCCC1(SC(=NN1C(=S)NC(C1=CC=CC=C1)=O)C1=C(C=CC(=C1)F)F)C1=CC=CC=C1 (N-(2-(3-azidopropyl)-5-(2,5-difluorophenyl)-2-phenyl-2,3-dihydro-1,3,4-thiadiazole-3-carbonothioyl)benzamide), NN (hydrazine). Solvent: C1CCOC1 (THF). Run at time 3 hour. The product is N(=[N+]=[N-])CCCC1(SC(=NN1C(N)=S)C1=C(C=CC(=C1)F)F)C1=CC=CC=C1 (2-(3-azidopropyl)-5-(2,5-difluorophenyl)-2-phenyl-1,3,4-thiadiazole-3(2H)-carbothioamide). As a reaction SMILES: [N:1]([CH2:4][CH2:5][CH2:6][C:7]1([C:31]2[CH:36]=[CH:35][CH:34]=[CH:33][CH:32]=2)[N:11]([C:12]([NH:14]C(=O)C2C=CC=CC=2)=[S:13])[N:10]=[C:9]([C:23]2[CH:28]=[C:27]([F:29])[CH:26]=[CH:25][C:24]=2[F:30])[S:8]1)=[N+:2]=[N-:3].NN>C1COCC1>[N:1]([CH2:4][CH2:5][CH2:6][C:7]1([C:31]2[CH:36]=[CH:35][CH:34]=[CH:33][CH:32]=2)[N:11]([C:12](=[S:13])[NH2:14])[N:10]=[C:9]([C:23]2[CH:28]=[C:27]([F:29])[CH:26]=[CH:25][C:24]=2[F:30])[S:8]1)=[N+:2]=[N-:3]. Procedure details: To a solution of N-(2-(3-azidopropyl)-5-(2,5-difluorophenyl)-2-phenyl-2,3-dihydro-1,3,4-thiadiazole-3-carbonothioyl)benzamide (0.737 g, 1.41 mmol) in 20 mL of anhydrous THF was added hydrazine (0.088 mL, 2.82 mmol). The reaction mixture was stirred at room temperature for 3 hours, and then concentrated in vacuo. The residue was purified by flash column chromatography (10-20% ethyl acetate/hexanes) to afford the desired product as a pale yellow foam, 0.504 g, 85%. Starting materials: COc1ccc(C(=O)O)cc1C, Cc1cccc(-c2sc(C)nc2C(=O)N2CC3CC3C2CN)c1. The product is COc1ccc(C(=O)NCC2C3CC3CN2C(=O)c2nc(C)sc2-c2cccc(C)c2)cc1C. RXN SMILES: [CH3:24][O:25][c:26]1[c:27]([CH3:35])[cH:28][c:29]([C:30](=[O:31])[OH:32])[cH:33][cH:34]1.[NH2:1][CH2:2][CH:3]1[CH:4]2[CH2:5][CH:6]2[CH2:7][N:8]1[C:9](=[O:10])[c:11]1[n:12][c:13]([CH3:23])[s:14][c:15]1-[c:16]1[cH:17][c:18]([CH3:22])[cH:19][cH:20][cH:21]1>>[NH:1]([CH2:2][CH:3]1[CH:4]2[CH2:5][CH:6]2[CH2:7][N:8]1[C:9](=[O:10])[c:11]1[n:12][c:13]([CH3:23])[s:14][c:15]1-[c:16]1[cH:17][c:18]([CH3:22])[cH:19][cH:20][cH:21]1)[C:30]([c:29]1[cH:28][c:27]([CH3:35])[c:26]([O:25][CH3:24])[cH:34][cH:33]1)=[O:31]. Reactants: N1=NC=CC=2C(=CC=CC12)N (cinnolin-5-amine), FC(OC1=CC=C(CN=C=O)C=C1)(F)F ([4-(trifluoromethoxy)benzyl]isocyanate). Product: N1=NC=CC2=C(C=CC=C12)NC(=O)NCC1=CC=C(C=C1)OC(F)(F)F (N-Cinnolin-5-yl-N′-[4-(trifluoromethoxy)benzyl]urea). As a reaction SMILES: [N:1]1[C:10]2[CH:9]=[CH:8][CH:7]=[C:6]([NH2:11])[C:5]=2[CH:4]=[CH:3][N:2]=1.[F:12][C:13]([F:26])([F:25])[O:14][C:15]1[CH:24]=[CH:23][C:18]([CH2:19][N:20]=[C:21]=[O:22])=[CH:17][CH:16]=1>>[N:1]1[C:10]2[C:5](=[C:6]([NH:11][C:21]([NH:20][CH2:19][C:18]3[CH:17]=[CH:16][C:15]([O:14][C:13]([F:12])([F:26])[F:25])=[CH:24][CH:23]=3)=[O:22])[CH:7]=[CH:8][CH:9]=2)[CH:4]=[CH:3][N:2]=1. Procedure: Prepared from cinnolin-5-amine [Sci Pharm. 1982, 50, 246] and [4-(trifluoromethoxy)benzyl]isocyanate (Description 59) according to the procedure of Description 61. m/z (ES+) 363 (M+H)+. Reactants: NC=1C=C(C(=O)OC)C=CC1C(=O)NC(C)C (methyl 3-amino-4-[(isopropylamino)carbonyl]benzoate), C(C)(=O)O (acetic acid), C(C1=CC=CC=C1)=O (benzaldehyde). The reagents and catalysts are [O-2].[Mn+4].[O-2] (manganese (IV) oxide). The solvent is C(C)O (ethanol). Reaction conditions: temperature 110 celsius, time 8 hour. Product: C(C)(C)N1C(=NC2=CC(=CC=C2C1=O)C(=O)OC)C1=CC=CC=C1 (methyl 3-isopropyl-4-oxo-2-phenyl-3,4-dihydroquinazoline-7-carboxylate). As a reaction SMILES: [NH2:1][C:2]1[CH:3]=[C:4]([CH:9]=[CH:10][C:11]=1[C:12]([NH:14][CH:15]([CH3:17])[CH3:16])=[O:13])[C:5]([O:7][CH3:8])=[O:6].C(O)(=O)C.[CH:22](=O)[C:23]1[CH:28]=[CH:27][CH:26]=[CH:25][CH:24]=1>C(O)C.[O-2].[Mn+4].[O-2]>[CH:15]([N:14]1[C:12](=[O:13])[C:11]2[C:2](=[CH:3][C:4]([C:5]([O:7][CH3:8])=[O:6])=[CH:9][CH:10]=2)[N:1]=[C:22]1[C:23]1[CH:28]=[CH:27][CH:26]=[CH:25][CH:24]=1)([CH3:17])[CH3:16] |f:4.5.6|. Procedure details: To a solution of methyl 3-amino-4-[(isopropylamino)carbonyl]benzoate (15 mg, 0.07 mmol) in ethanol (1.5 mL) was added acetic acid (32 μL, 0.56 mmol) and benzaldehyde (19.4 μL, 0.19 mmol). The reaction mixture was heated to 110° C. and stirred overnight. The mixture was then concentrated to dryness and taken up in chloroform (1 mL). To this solution was added manganese (IV) oxide (28 mg, 0.32 mmol) and the reaction mixture was heated to 110° C. and stirred for 2 d. The reaction mixture was then f... Reactants: CC(=O)O, CCOC(=O)c1c(C=O)c2cc(F)ccc2n1Cc1cccc2ccccc12, CN, CO, C1CCOC1. The product is CCOC(=O)c1c(CNC)c2cc(F)ccc2n1Cc1cccc2ccccc12. As a reaction SMILES: [C:33]([OH:34])(=[O:35])[CH3:36].[CH2:1]([CH3:2])[O:3][C:4](=[O:5])[c:6]1[n:7]([CH2:18][c:19]2[cH:20][cH:21][cH:22][c:23]3[cH:24][cH:25][cH:26][cH:27][c:28]23)[c:8]2[cH:9][cH:10][c:11]([F:17])[cH:12][c:13]2[c:14]1[CH:15]=[O:16].[CH3:29][NH2:30].[CH3:31][OH:32].[O:37]1[CH2:38][CH2:39][CH2:40][CH2:41]1>>[CH2:1]([CH3:2])[O:3][C:4](=[O:5])[c:6]1[n:7]([CH2:18][c:19]2[cH:20][cH:21][cH:22][c:23]3[cH:24][cH:25][cH:26][cH:27][c:28]23)[c:8]2[cH:9][cH:10][c:11]([F:17])[cH:12][c:13]2[c:14]1[CH2:15][NH:30][CH3:29].